From a dataset of the Open Reaction Database (ORD), a public repository of structured organic reaction records. describe an organic reaction: reactants, conditions, products, and yield Starting materials: [Al+3], C1CCOC1, COC(=O)C1CCC(OC)(OC)C1, [H-], [H-], [H-], [H-], [Li+]. Product: COC1(OC)CCC(CO)C1. RXN SMILES: [Al+3:15].[CH2:20]1[O:21][CH2:22][CH2:23][CH2:24]1.[CH3:1][O:2][C:3]1([O:12][CH3:13])[CH2:4][CH:5]([C:8](=[O:9])[O:10][CH3:11])[CH2:6][CH2:7]1.[H-:14].[H-:17].[H-:18].[H-:19].[Li+:16]>>[CH3:1][O:2][C:3]1([O:12][CH3:13])[CH2:4][CH:5]([CH2:8][OH:9])[CH2:6][CH2:7]1. Reactants: ClC=1C=CC(=NC1)C1(OC1)C1=NC=C(C=C1)Cl (2,2-Bis(5-chloro-pyrid-2-yl)oxirane), N1N=CN=C1 (1,2,4-triazole), C([O-])([O-])=O.[K+].[K+] (potassium carbonate). Solvent: CN(C=O)C (N,N-dimethylformamide), petroleum ether. Yield: 47.7%. Product: ClC=1C=CC(=NC1)C(CN1N=CN=C1)(O)C1=NC=C(C=C1)Cl (1,1-Bis-(5-chloropyrid-2-yl)-2-(1H-1,2,4-triazol-1-yl)ethanol). Run at temperature 85 celsius. Procedure: 2,2-Bis(5-chloro-pyrid-2-yl)oxirane (0.8 g), 1,2,4-triazole (1.0 g) and anhydrous potassium carbonate (3.0 g) were stirred in dry N,N-dimethylformamide (30 ml) and the mixture was heated at 85° C. for 1.5 hours. The solvent was then evaporated under vacuum, with the addition of xylene to remove final traces of N,N-dimethylformamide as an azeotrope, and the residue was dissolved in water (20 ml) and extracted with ethyl acetate (3×20 ml). The combined organic extracts were dried over megnesium su... As a reaction SMILES: [Cl:1][C:2]1[CH:3]=[CH:4][C:5]([C:8]2([C:11]3[CH:16]=[CH:15][C:14]([Cl:17])=[CH:13][N:12]=3)[CH2:10][O:9]2)=[N:6][CH:7]=1.[NH:18]1[CH:22]=[N:21][CH:20]=[N:19]1.C(=O)([O-])[O-].[K+].[K+]>CN(C)C=O>[Cl:1][C:2]1[CH:3]=[CH:4][C:5]([C:8]([C:11]2[CH:16]=[CH:15][C:14]([Cl:17])=[CH:13][N:12]=2)([OH:9])[CH2:10][N:18]2[CH:22]=[N:21][CH:20]=[N:19]2)=[N:6][CH:7]=1 |f:2.3.4|. Starting materials: Clc1ccc2scc(CBr)c2c1, CC(=O)[O-], Cl, [K+], [Na+], C1COCCO1, [OH-]. The product is OCc1csc2ccc(Cl)cc12. RXN SMILES: [Br:1][CH2:2][c:3]1[cH:4][s:5][c:6]2[c:7]1[cH:8][c:9]([Cl:12])[cH:10][cH:11]2.[CH3:14][C:15]([O-:16])=[O:17].[ClH:18].[K+:13].[Na+:20].[O:21]1[CH2:22][CH2:23][O:24][CH2:25][CH2:26]1.[OH-:19]>>[CH2:2]([c:3]1[cH:4][s:5][c:6]2[c:7]1[cH:8][c:9]([Cl:12])[cH:10][cH:11]2)[OH:16]. The yield is 85.0%. As a reaction SMILES: [CH3:1][O:2][C:3]1[C:9](=[O:10])[CH:8]=[CH:7][C:6]([C:11]2[CH:16]=[CH:15][C:14]([N:17]3[CH2:21][CH:20]([CH2:22][NH:23][C:24](=[O:26])[CH3:25])[O:19][C:18]3=[O:27])=[CH:13][CH:12]=2)=[CH:5][CH:4]=1.[H-].[Na+].[CH2:30](O)C>C(OCC)C>[CH2:1]([O:2][C:3]1[C:9](=[O:10])[CH:8]=[CH:7][C:6]([C:11]2[CH:12]=[CH:13][C:14]([N:17]3[CH2:21][CH:20]([CH2:22][NH:23][C:24](=[O:26])[CH3:25])[O:19][C:18]3=[O:27])=[CH:15][CH:16]=2)=[CH:5][CH:4]=1)[CH3:30] |f:1.2|. Procedure details: A slurry of (±)-N-[[3-[4-(4-methoxy-5-oxo-1,3,6-cycloheptatrien-1-yl)phenyl]-2-oxo-5-oxazolidinyl]methyl]acetamide (0.100 g, 0.27 mmol) in absolute ethanol (10 mL) was treated with a catalytic quantity of sodium hydride (5 mg of a 60% dispersion in mineral oil). The mixture was heated to reflux under nitrogen, during which time the mixture became a homogeneous solution. After 15 min of reflux the solution was cooled to ambient temperature and a solid precipitate noted. The reaction mixture was d... Yields the product C(C)OC1=CC=C(C=CC1=O)C1=CC=C(C=C1)N1C(OC(C1)CNC(C)=O)=O ((±)-N-[[3-[4-(4-ethoxy-5-oxo-1,3,6-cycloheptatrien-1-yl)phenyl]-2-oxo-5-oxazolidinyl]methyl]acetamide). Reactants: COC1=CC=C(C=CC1=O)C1=CC=C(C=C1)N1C(OC(C1)CNC(C)=O)=O ((±)-N-[[3-[4-(4-methoxy-5-oxo-1,3,6-cycloheptatrien-1-yl)phenyl]-2-oxo-5-oxazolidinyl]methyl]acetamide), [H-].[Na+] (sodium hydride), C(C)O (ethanol). Run in C(C)OCC (diethyl ether). Starting materials: CCO, Cc1cc([N+](=O)[O-])cnc1-c1ccccc1. Product: Cc1cc(N)cnc1-c1ccccc1. Reaction SMILES: [CH3:17][CH2:18][OH:19].[CH3:1][c:2]1[c:3](-[c:11]2[cH:12][cH:13][cH:14][cH:15][cH:16]2)[n:4][cH:5][c:6]([N+:8]([O-:9])=[O:10])[cH:7]1>>[CH3:1][c:2]1[c:3](-[c:11]2[cH:12][cH:13][cH:14][cH:15][cH:16]2)[n:4][cH:5][c:6]([NH2:8])[cH:7]1. Reactants: [C@@H]([C@H](C(=O)[O-])O)(C(=O)[O-])O.[Na+].[K+] (Seignette's salt), C[Al](C)C (trimethylaluminium), CN(N)C (N,N-dimethylhydrazine), COC(=O)C1=CC(=NO1)OCC=1C(=NOC1C)C1=CC=CC=C1 (3-(5-methyl-3-phenyl-isoxazol-4-ylmethoxy)-isoxazole-5-carboxylic acid methyl ester). Solvent: O1CCOCC1 (dioxane). Conditions: time 1 hour. The product is CN(NC(=O)C1=CC(=NO1)OCC=1C(=NOC1C)C1=CC=CC=C1)C (3-(5-Methyl-3-phenyl-isoxazol-4-ylmethoxy)-isoxazole-5-carboxylic acid N′,N′-dimethyl-hydrazide). The yield is 21.9%. RXN SMILES: C[Al](C)C.[CH3:5][N:6]([CH3:8])[NH2:7].C[O:10][C:11]([C:13]1[O:17][N:16]=[C:15]([O:18][CH2:19][C:20]2[C:21]([C:26]3[CH:31]=[CH:30][CH:29]=[CH:28][CH:27]=3)=[N:22][O:23][C:24]=2[CH3:25])[CH:14]=1)=O.[C@H](O)(C([O-])=O)[C@@H](O)C([O-])=O.[Na+].[K+]>O1CCOCC1>[CH3:5][N:6]([CH3:8])[NH:7][C:11]([C:13]1[O:17][N:16]=[C:15]([O:18][CH2:19][C:20]2[C:21]([C:26]3[CH:31]=[CH:30][CH:29]=[CH:28][CH:27]=3)=[N:22][O:23][C:24]=2[CH3:25])[CH:14]=1)=[O:10] |f:3.4.5|. Procedure: A solution of trimethylaluminium (2 M in toluene, 0.6 mL, 1.3 mmol) was added dropwise (exothermic) to a solution of N,N-dimethylhydrazine (76 mg, 1.3 mmol) in dioxane (5 mL) and the resulting mixture was stirred at room temperature for 1 h. Then 3-(5-methyl-3-phenyl-isoxazol-4-ylmethoxy)-isoxazole-5-carboxylic acid methyl ester (100 mg, 0.32 mmol) was added. The resulting mixture was then heated at 85-90° C. for 4 h and then cooled to room temperature and then poured into Seignette's salt and e...